From a dataset of the Open Reaction Database (ORD), a public repository of structured organic reaction records. describe an organic reaction: reactants, conditions, products, and yield Reactants: CCN=C=NCCCN(C)C, CN(C)c1ccncc1, CCN(C(C)C)C(C)C, ClCCl, NCc1cccc(CO)c1, O=C(O)CCN1CCC(OC(=O)Nc2ccccc2-c2ccccc2)CC1. The product is O=C(CCN1CCC(OC(=O)Nc2ccccc2-c2ccccc2)CC1)NCc1cccc(CO)c1. As a reaction SMILES: [CH3:47][CH2:48][N:49]=[C:50]=[N:51][CH2:52][CH2:53][CH2:54][N:55]([CH3:56])[CH3:57].[CH3:61][N:62]([c:63]1[cH:64][cH:65][n:66][cH:67][cH:68]1)[CH3:69].[CH:28]([N:29]([CH2:30][CH3:31])[CH:32]([CH3:33])[CH3:34])([CH3:35])[CH3:36].[Cl:58][CH2:59][Cl:60].[NH2:37][CH2:38][c:39]1[cH:40][c:41]([CH2:42][OH:43])[cH:44][cH:45][cH:46]1.[c:1]1(-[c:22]2[cH:23][cH:24][cH:25][cH:26][cH:27]2)[c:2]([NH:7][C:8](=[O:9])[O:10][CH:11]2[CH2:12][CH2:13][N:14]([CH2:17][CH2:18][C:19](=[O:20])[OH:21])[CH2:15][CH2:16]2)[cH:3][cH:4][cH:5][cH:6]1>>[c:1]1(-[c:22]2[cH:23][cH:24][cH:25][cH:26][cH:27]2)[c:2]([NH:7][C:8](=[O:9])[O:10][CH:11]2[CH2:12][CH2:13][N:14]([CH2:17][CH2:18][C:19](=[O:21])[NH:37][CH2:38][c:39]3[cH:40][c:41]([CH2:42][OH:43])[cH:44][cH:45][cH:46]3)[CH2:15][CH2:16]2)[cH:3][cH:4][cH:5][cH:6]1.